This data is from the Open Reaction Database (ORD), a public repository of structured organic reaction records. The task is: describe an organic reaction: reactants, conditions, products, and yield Reactants: [Al+3], CCCOCc1ccc(C(=O)OC)cc1, CCOCC, [H-], [H-], [H-], [H-], [Li+], [Mg+2], [Na+], O=S(=O)([O-])[O-], [OH-], O. Yields the product CCCOCc1ccc(CO)cc1. As a reaction SMILES: [Al+3:2].[CH2:7]([CH2:8][CH3:9])[O:10][CH2:11][c:12]1[cH:13][cH:14][c:15]([C:16](=[O:17])[O:18][CH3:19])[cH:20][cH:21]1.[CH3:30][CH2:31][O:32][CH2:33][CH3:34].[H-:1].[H-:4].[H-:5].[H-:6].[Li+:3].[Mg+2:24].[Na+:23].[O-:25][S:26](=[O:27])(=[O:28])[O-:29].[OH-:22].[OH2:35]>>[CH2:7]([CH2:8][CH3:9])[O:10][CH2:11][c:12]1[cH:13][cH:14][c:15]([CH2:16][OH:17])[cH:20][cH:21]1. Starting materials: CC(=O)O[BH-](OC(C)=O)OC(C)=O, COC(=O)c1cn(C(=O)OC(C)(C)C)c2nccc(C=O)c12, ClCCl, NC(C(=O)O)C1CC1, [Na+]. The product is COC(=O)c1cn(C(=O)OC(C)(C)C)c2nccc(CNC(C(=O)O)C3CC3)c12. As a reaction SMILES: [C:1]([O:2][BH-:3]([O:4][C:5](=[O:6])[CH3:7])[O:8][C:9](=[O:10])[CH3:11])(=[O:12])[CH3:13].[CH:23](=[O:24])[c:25]1[c:26]2[c:27]([n:28][cH:29][cH:30]1)[n:31]([C:38](=[O:39])[O:40][C:41]([CH3:42])([CH3:43])[CH3:44])[cH:32][c:33]2[C:34](=[O:35])[O:36][CH3:37].[Cl:45][CH2:46][Cl:47].[NH2:15][CH:16]([C:17](=[O:18])[OH:19])[CH:20]1[CH2:21][CH2:22]1.[Na+:14]>>[NH:15]([CH:16]([C:17](=[O:18])[OH:19])[CH:20]1[CH2:21][CH2:22]1)[CH2:23][c:25]1[c:26]2[c:27]([n:28][cH:29][cH:30]1)[n:31]([C:38](=[O:39])[O:40][C:41]([CH3:42])([CH3:43])[CH3:44])[cH:32][c:33]2[C:34](=[O:35])[O:36][CH3:37]. Reactants: ClCCl, CN(C)C=O, FC(F)=C(F)Cl, [K+], Cc1cc(O)nc(N)n1, [OH-], O. Yields the product Cc1cc(OC(F)(F)C(F)Cl)nc(N)n1. As a reaction SMILES: [CH2:24]([Cl:25])[Cl:26].[CH3:18][N:19]([CH3:20])[CH:21]=[O:22].[Cl:10][C:11](=[C:12]([F:13])[F:14])[F:15].[K+:17].[NH2:1][c:2]1[n:3][c:4]([CH3:9])[cH:5][c:6]([OH:8])[n:7]1.[OH-:16].[OH2:23]>>[NH2:1][c:2]1[n:3][c:4]([CH3:9])[cH:5][c:6]([O:8][C:12]([CH:11]([Cl:10])[F:15])([F:13])[F:14])[n:7]1. Reactants: COC1=CC=CC=2C=C(OC21)C(=O)O (7-methoxybenzofuran-2-carboxylic acid), NC1=CC=CC=C1 (aniline). Product: C1(=CC=CC=C1)NC(=O)C=1OC2=C(C1)C=CC=C2OC (N-phenyl-7-methoxybenzofuran-2-carboxamide). As a reaction SMILES: [CH3:1][O:2][C:3]1[C:11]2[O:10][C:9]([C:12]([OH:14])=O)=[CH:8][C:7]=2[CH:6]=[CH:5][CH:4]=1.[NH2:15][C:16]1[CH:21]=[CH:20][CH:19]=[CH:18][CH:17]=1>>[C:16]1([NH:15][C:12]([C:9]2[O:10][C:11]3[C:3]([O:2][CH3:1])=[CH:4][CH:5]=[CH:6][C:7]=3[CH:8]=2)=[O:14])[CH:21]=[CH:20][CH:19]=[CH:18][CH:17]=1. Procedure details: Substantially the same procedure as in Example 219 was repeated using a starting material, 7-methoxybenzofuran-2-carboxylic acid, and aniline to give N-phenyl-7-methoxybenzofuran-2-carboxamide (Compound 249a). Successively, it was formylated to give N-phenyl-4-formyl-7-methoxybenzofuran-2-carboxamide (Compound 249b), then compound 249b was reacted with methylamine hydrochloride to give compound 249 as a white solid. Reactants: N-propylphosphonic acid anhydride, FC=1C=C(C=C(C1)F)N1[C@H](CCC1)C=1C=C(C=C2C(C=C(OC12)N1CCOCC1)=O)C(=O)O (8-[(2R)-1-(3,5-difluorophenyl)pyrrolidin-2-yl]-2-morpholino-4-oxo-chromene-6-carboxylic acid), CCN(C(C)C)C(C)C (DIPEA), CN1CCNCC1 (1-methylpiperazine). Run in C(Cl)Cl (DCM). Run at temperature 25 celsius, time 1 hour. Yields the product FC=1C=C(C=C(C1)F)N1[C@H](CCC1)C=1C=C(C=C2C(C=C(OC12)N1CCOCC1)=O)C(=O)N1CCN(CC1)C (8-[(2R)-(1-(3,5-difluorophenyl)pyrrolidin-2-yl)]-6-(4-methylpiperazine-1-carbonyl)-2-morpholino-4H-chromen-4-one). Yield: 59.2%. As a reaction SMILES: [F:1][C:2]1[CH:3]=[C:4]([N:9]2[CH2:13][CH2:12][CH2:11][C@@H:10]2[C:14]2[CH:15]=[C:16]([C:31]([OH:33])=O)[CH:17]=[C:18]3[C:23]=2[O:22][C:21]([N:24]2[CH2:29][CH2:28][O:27][CH2:26][CH2:25]2)=[CH:20][C:19]3=[O:30])[CH:5]=[C:6]([F:8])[CH:7]=1.CCN(C(C)C)C(C)C.[CH3:43][N:44]1[CH2:49][CH2:48][NH:47][CH2:46][CH2:45]1>C(Cl)Cl>[F:8][C:6]1[CH:5]=[C:4]([N:9]2[CH2:13][CH2:12][CH2:11][C@@H:10]2[C:14]2[CH:15]=[C:16]([C:31]([N:47]3[CH2:48][CH2:49][N:44]([CH3:43])[CH2:45][CH2:46]3)=[O:33])[CH:17]=[C:18]3[C:23]=2[O:22][C:21]([N:24]2[CH2:29][CH2:28][O:27][CH2:26][CH2:25]2)=[CH:20][C:19]3=[O:30])[CH:3]=[C:2]([F:1])[CH:7]=1. Procedure: 8-[(2R)-1-(3,5-difluorophenyl)pyrrolidin-2-yl]-2-morpholino-4-oxo-chromene-6-carboxylic acid (see Example 1.03b for preparation, 97 mg, 0.21 mmol), DIPEA (0.185 mL, 1.06 mmol) and 1-methylpiperazine (0.047 mL, 0.43 mmol) were mixed at room temperature in DCM (3 mL). N-propylphosphonic acid anhydride, cyclic trimer (50 wt % solution in EtAc) (0.633 mL, 1.08 mmol) was then added and the reaction mixture was stirred at 25° C. for 1 hour. The reaction mixture was purified by preparative HPLC to affo...